This data is from the Open Reaction Database (ORD), a public repository of structured organic reaction records. The task is: describe an organic reaction: reactants, conditions, products, and yield Reactants: C(C)(=O)O[C@@H]1O[C@@H]([C@H]([C@@H]([C@H]1N=C=S)OC(C)=O)OC(C)=O)COC(C)=O ((2S,3R,4R,5S,6R)-6-(acetoxymethyl)-3-isothiocyanato-tetrahydro-2H-pyran-2,4,5-triyl triacetate), FC(CN)(F)F (2,2,2-trifluoroethylamine). Run in CC#N (CH3CN). Conditions: time 3 hour. The product is C(C)(=O)O[C@@H]1O[C@@H]([C@H]([C@@H]([C@H]1NC(=S)NCC(F)(F)F)OC(C)=O)OC(C)=O)COC(C)=O ((2S,3R,4R,5S,6R)-6-(acetoxymethyl)-3-(3-(2,2,2-trifluoroethyl)thioureido)-tetrahydro-2H-pyran-2,4,5-triyl triacetate). The yield is 81.9%. As a reaction SMILES: [C:1]([O:4][C@H:5]1[C@H:10]([N:11]=[C:12]=[S:13])[C@@H:9]([O:14][C:15](=[O:17])[CH3:16])[C@H:8]([O:18][C:19](=[O:21])[CH3:20])[C@@H:7]([CH2:22][O:23][C:24](=[O:26])[CH3:25])[O:6]1)(=[O:3])[CH3:2].[F:27][C:28]([F:32])([F:31])[CH2:29][NH2:30]>CC#N>[C:1]([O:4][C@H:5]1[C@H:10]([NH:11][C:12]([NH:30][CH2:29][C:28]([F:32])([F:31])[F:27])=[S:13])[C@@H:9]([O:14][C:15](=[O:17])[CH3:16])[C@H:8]([O:18][C:19](=[O:21])[CH3:20])[C@@H:7]([CH2:22][O:23][C:24](=[O:26])[CH3:25])[O:6]1)(=[O:3])[CH3:2]. Procedure: To a stirred solution of (2S,3R,4R,5S,6R)-6-(acetoxymethyl)-3-isothiocyanato-tetrahydro-2H-pyran-2,4,5-triyl triacetate (0.56 g, 1.44 mmol) in CH3CN, was added neat 2,2,2-trifluoroethylamine (0.236 g, 1.74 mmol), dropwise. The reaction was stirred at room temperature until complete by TLC (3 h). The reaction was quenched with saturated aqueous NaHCO3 (15 mL). The aqueous layer was then extracted three times with DCM, and the organic layers were combined, dried with MgSO4, filtered and concentrat... The reactants are ClC1=NN2C(C=3CCCCC13)=NN=C2C (6-chloro-3-methyl-7,8,9,10-tetrahydro-1,2,4-triazolo[3,4-a]phthalazine), NCCN1CCCC1 (1-(2-aminoethyl)pyrrolidine), O (water). Solvent: COCCO (2-methoxyethanol). Yields the product CC1=NN=C2N1N=C(C=1CCCCC21)NCCN2CCCC2 (3-methyl-6-[2-(1-pyrrolidinyl)ethylamino]-7,8,9,10-tetrahydro-1,2,4-triazolo[3,4-a]phthalazine). As a reaction SMILES: Cl[C:2]1[C:11]2[CH2:10][CH2:9][CH2:8][CH2:7][C:6]=2[C:5]2=[N:12][N:13]=[C:14]([CH3:15])[N:4]2[N:3]=1.[NH2:16][CH2:17][CH2:18][N:19]1[CH2:23][CH2:22][CH2:21][CH2:20]1.O>COCCO>[CH3:15][C:14]1[N:4]2[N:3]=[C:2]([NH:16][CH2:17][CH2:18][N:19]3[CH2:23][CH2:22][CH2:21][CH2:20]3)[C:11]3[CH2:10][CH2:9][CH2:8][CH2:7][C:6]=3[C:5]2=[N:12][N:13]=1. Procedure details: A solution of 10.0 g of 6-chloro-3-methyl-7,8,9,10-tetrahydro-1,2,4-triazolo[3,4-a]phthalazine and 12.8 g of 1-(2-aminoethyl)pyrrolidine in 50 ml of 2-methoxyethanol was heated at reflux for 15 hours. The reaction mixture was poured into 150 ml of cold water and the white precipitate which formed was separated by filtration and air dried to give 3-methyl-6-[2-(1-pyrrolidinyl)ethylamino]-7,8,9,10-tetrahydro-1,2,4-triazolo[3,4-a]phthalazine melting at about 184°-186° C. Reactants: S(O)(O)(=O)=O (sulfuric acid), C([O-])(O)=O.[Na+] (sodium bicarbonate), Cl.ClC1=CC=C(C=C1)NN ((4-chlorophenyl)hydrazine hydrochloride), resultant mixture, C(C=C)#N (acrylonitrile), [OH-].[Na+] (sodium hydroxide). The solvent is O (water), O (water), O (water). Reaction conditions: temperature 80 celsius. Yields the product ClC1=CC=C(C=C1)N1NCCC1=O (2-(4-chlorophenyl)-3-pyrazolidinone). Isolated yield 28.3%. RXN SMILES: [C:1](=[O:4])(O)[O-].[Na+].Cl.[Cl:7][C:8]1[CH:13]=[CH:12][C:11]([NH:14][NH2:15])=[CH:10][CH:9]=1.[C:16](#N)[CH:17]=C.S(=O)(=O)(O)O.[OH-].[Na+]>O>[Cl:7][C:8]1[CH:13]=[CH:12][C:11]([N:14]2[C:1](=[O:4])[CH2:17][CH2:16][NH:15]2)=[CH:10][CH:9]=1 |f:0.1,2.3,6.7|. Procedure details: To a stirred solution of 4.2 grams (0.05 mole) of sodium bicarbonate in 25 ml of water, 8.9 grams (0.05 mole) of (4-chlorophenyl)hydrazine hydrochloride was added portionwise. After complete addition the mixture was stirred until gas evolution ceased. To this mixture was added 5.5 grams (0.1 mole) of acrylonitrile and the total heated at 80° C. for 4.5 hours. The mixture was cooled and added to a solution of 9.8 grams of concentrated sulfuric acid in 29 ml of water at room temperature. The resul... Reactants: O=C1CCC(=O)N1Br, C=C(OCC)c1cc(NC(C)=O)c(Cl)c(C(=O)OC)n1, C1CCOC1, O. Yields the product COC(=O)c1nc(C(=O)CBr)cc(NC(C)=O)c1Cl. Reaction SMILES: [Br:1][N:2]1[C:3](=[O:4])[CH2:5][CH2:6][C:7]1=[O:8].[C:9]([CH3:10])(=[O:11])[NH:12][c:13]1[c:14]([Cl:28])[c:15]([C:24](=[O:25])[O:26][CH3:27])[n:16][c:17]([C:19](=[CH2:20])[O:21][CH2:22][CH3:23])[cH:18]1.[CH2:29]1[O:30][CH2:31][CH2:32][CH2:33]1.[OH2:34]>>[Br:1][CH2:21][C:19]([c:17]1[n:16][c:15]([C:24](=[O:25])[O:26][CH3:27])[c:14]([Cl:28])[c:13]([NH:12][C:9]([CH3:10])=[O:11])[cH:18]1)=[O:20]. Reactants: C(C1=CC=CC=C1)(C1=CC=CC=C1)NC(P(O)O)C1=CC=C(C=C1)N(C)C (1-benzhydrylamino-1-(4-dimethylaminophenyl)-methanephosphonous acid), C(C1=CC=CC=C1)(C1=CC=CC=C1)NC(C(C)C)P(O)O (1-benzhydrylamino-2-methylpropanephosphonous acid). Yields the product NC(P(O)O)C1=CC=C(C=C1)N(C)C (1-amino-1-(4-dimethylaminophenyl)-methanephosphonous acid). Reaction SMILES: C([NH:14][CH:15]([C:19]1[CH:24]=[CH:23][C:22]([N:25]([CH3:27])[CH3:26])=[CH:21][CH:20]=1)[P:16]([OH:18])[OH:17])(C1C=CC=CC=1)C1C=CC=CC=1.C(NC(P(O)O)C(C)C)(C1C=CC=CC=1)C1C=CC=CC=1>>[NH2:14][CH:15]([C:19]1[CH:24]=[CH:23][C:22]([N:25]([CH3:27])[CH3:26])=[CH:21][CH:20]=1)[P:16]([OH:17])[OH:18]. Procedure: The procedure described in Example 36B was repeated using DL-1-benzhydrylamino-1-(4-dimethylaminophenyl)-methanephosphonous acid instead of DL-1-benzhydrylamino-2-methylpropanephosphonous acid to give DL-1-amino-1-(4-dimethylaminophenyl)-methanephosphonous acid, melting point 223°-224°. The reactants are CC1=NC(=C(C(N1)=O)CC(=O)OCC)C(F)(F)F (ethyl (2-methyl-6-trifluoromethyl-3H-pyrimidin-4-on-5-yl)acetate), P(=O)(Cl)(Cl)Cl (phosphorus oxychloride). Reagents/catalysts: CN(C1=CC=CC=C1)C (N,N-dimethylaniline). Product: ClC1=NC(=NC(=C1CC(=O)OCC)C(F)(F)F)C (Ethyl (4-Chloro-2-methyl-6-trifluoromethylpyrimidin-5-yl)acetate). Yield: 98.0%. As a reaction SMILES: [CH3:1][C:2]1[NH:7][C:6](=O)[C:5]([CH2:9][C:10]([O:12][CH2:13][CH3:14])=[O:11])=[C:4]([C:15]([F:18])([F:17])[F:16])[N:3]=1.P(Cl)(Cl)([Cl:21])=O>CN(C)C1C=CC=CC=1>[Cl:21][C:6]1[C:5]([CH2:9][C:10]([O:12][CH2:13][CH3:14])=[O:11])=[C:4]([C:15]([F:18])([F:17])[F:16])[N:3]=[C:2]([CH3:1])[N:7]=1. Reported procedure: A solution of ethyl (2-methyl-6-trifluoromethyl-3H-pyrimidin-4-on-5-yl)acetate (2.50 g, 9.46 mmol), N,N-dimethylaniline (3 drops), and phosphorus oxychloride (35 mL) was heated under reflux for 4.5 h. The mixture was concentrated, cooled, and ice water was added. Solid KOH was added to neutralize the mixture and it was extracted with ether. The combined extracts were washed with brine, dried (MgSO4), and concentrated to give 2.61 g (98%) of product as a yellow oil. Starting materials: Cl.OC(CNC(CC1=CC=C(C=C1)OC)(C)C)COC1=C(C=CC=C1)C (N-[2-Hydroxy-3-(2-methylphenoxy)propyl]-1,1-dimethyl-2-(4-methoxyphenyl)-ethylamine Hydrochloride), N-(2-hydroxy-3-(3-N,N-dimethylphenoxy)propyl)-1,1-dimethyl-2-(-4-methoxyphenyl)ethylamine, ( 6 ), ( 5 ), Cl.OC(CNC(CC1=CC=C(C=C1)OC)(C)C)COC1=CC=C(C=C1)OC (N-[2-Hydroxy-3-(4-methoxyphenoxy)propyl]-1,1-dimethyl-2-(4-methoxyphenyl)-ethylamine Hydrochloride), ( 11 ), ( 14 ), ( 23 ), ( 6 ), Cl.OC(CNC(CC1=CC=C(C=C1)OC)(C)C)COC1=CC(=CC=C1)C(F)(F)F (N-[2-Hydroxy-3-(3-trifluoromethylphenoxy)propyl]-1,1-dimethyl-2-(4-methoxyphenyl)ethylamine Hydrochloride), ( 10 ), ( 100 ), ( 9 ), ( 6 ). The product is Cl.OC(CNC(CC1=CC=C(C=C1)OC)(C)C)COC1=CC=C(C=C1)C#N (N-[2-hydroxy-3-(4-cyanophenoxy)propyl]-1,1-dimethyl-2-(4-methoxyphenyl)ethylamine Hydrochloride). RXN SMILES: [ClH:1].[OH:2][CH:3]([CH2:18][O:19][C:20]1[CH:25]=[CH:24][CH:23]=[C:22](C(F)(F)F)[CH:21]=1)[CH2:4][NH:5][C:6]([CH3:17])([CH3:16])[CH2:7][C:8]1[CH:13]=[CH:12][C:11]([O:14][CH3:15])=[CH:10][CH:9]=1.Cl.OC(COC1C=CC(OC)=CC=1)[CH2:33][NH:34]C(C)(C)CC1C=CC(OC)=CC=1.Cl.OC(COC1C=CC=CC=1C)CNC(C)(C)CC1C=CC(OC)=CC=1>>[ClH:1].[OH:2][CH:3]([CH2:18][O:19][C:20]1[CH:25]=[CH:24][C:23]([C:33]#[N:34])=[CH:22][CH:21]=1)[CH2:4][NH:5][C:6]([CH3:17])([CH3:16])[CH2:7][C:8]1[CH:13]=[CH:12][C:11]([O:14][CH3:15])=[CH:10][CH:9]=1 |f:0.1,2.3,4.5,6.7|. Reported procedure: N-(2-hydroxy-3-(3-N,N-dimethylphenoxy)propyl)-1,1-dimethyl-2-(-4-methoxyphenyl)ethylamine, GC/MS 251 (100), 176 (9), 163 (5), 138 (11), 137 (6), (8), 125 (10), 121 (23), 114 (46), 108 (6), 77 (6), 76 (7), (10), 70 (14), 42 (8). Reactants: C#Cc1ccc([N+](=O)[O-])cc1, CCOC(=O)C=CI. The product is CCOC(=O)C=CC#Cc1ccc([N+](=O)[O-])cc1. RXN SMILES: [C:1](#[CH:2])[c:3]1[cH:4][cH:5][c:6]([N+:9](=[O:10])[O-:11])[cH:7][cH:8]1.[CH2:12]([CH3:13])[O:14][C:15]([CH:16]=[CH:17][I:18])=[O:19]>>[C:1](#[C:2][CH:17]=[CH:16][C:15]([O:14][CH2:12][CH3:13])=[O:19])[c:3]1[cH:4][cH:5][c:6]([N+:9](=[O:10])[O-:11])[cH:7][cH:8]1. Reaction SMILES: [Cl:13][c:14]1[n:15][cH:16][n:17][c:18]2[cH:19][c:20]([O:26][CH3:27])[c:21]([O:24][CH3:25])[cH:22][c:23]12.[N+:1](=[O:2])([O-:3])[c:4]1[cH:5][cH:6][c:7]2[c:11]([cH:12]1)[NH:10][CH2:9][CH2:8]2>>[N+:1](=[O:2])([O-:3])[c:4]1[cH:5][cH:6][c:7]2[c:11]([cH:12]1)[N:10]([c:14]1[n:15][cH:16][n:17][c:18]3[cH:19][c:20]([O:26][CH3:27])[c:21]([O:24][CH3:25])[cH:22][c:23]13)[CH2:9][CH2:8]2. The reactants are COc1cc2ncnc(Cl)c2cc1OC, O=[N+]([O-])c1ccc2c(c1)NCC2. The product is COc1cc2ncnc(N3CCc4ccc([N+](=O)[O-])cc43)c2cc1OC. Starting materials: ClC=1C=CC(=C(C(=O)O)C1)[N+](=O)[O-] (5-Chloro-2-nitro-benzoic acid), N1CCNCC1 (piperizine), OS(=O)(=O)[O-].[K+] (KHSO4). Conditions: temperature 110 celsius. Yields the product [N+](=O)([O-])C1=C(C(=O)O)C=C(C=C1)N1CCNCC1 (2-nitro-5-piperazin-1-yl-benzoic acid). The yield is 96.8%. As a reaction SMILES: Cl[C:2]1[CH:3]=[CH:4][C:5]([N+:11]([O-:13])=[O:12])=[C:6]([CH:10]=1)[C:7]([OH:9])=[O:8].[NH:14]1[CH2:19][CH2:18][NH:17][CH2:16][CH2:15]1.OS([O-])(=O)=O.[K+]>>[N+:11]([C:5]1[CH:4]=[CH:3][C:2]([N:14]2[CH2:19][CH2:18][NH:17][CH2:16][CH2:15]2)=[CH:10][C:6]=1[C:7]([OH:9])=[O:8])([O-:13])=[O:12] |f:2.3|. Reported procedure: 5-Chloro-2-nitro-benzoic acid (44 g) and piperizine (90 g, 4.8 eq.) were mixed without solvent and heated at 110° C. for 6 hours and then stirred at room temperature over night. At this time, the mixture had solidified. To this solid was added 10% KHSO4 (wt/vol, pH 4 to 5) aqueous solution and the mixture was sonicated. The supernatant was decanted and fresh 10% KHSO4 (wt/vol) aqueous solution was added. A total of 1.8 liters of 10% KHSO4 (wt/vol) aqueous solution was added and decanted in this ...